Dataset: the Open Reaction Database (ORD), a public repository of structured organic reaction records. Task: describe an organic reaction: reactants, conditions, products, and yield Reactants: [BH4-], [C-]#N, CCO, ClC(Cl)Cl, [Cl-], O=Cc1ccc(Oc2ccc([N+](=O)[O-])cc2)c(Cl)c1Cl, Cl, [Na+], [Na+], O, O=S(Cl)Cl. Yields the product N#CCc1ccc(Oc2ccc([N+](=O)[O-])cc2)c(Cl)c1Cl. RXN SMILES: [BH4-:21].[C-:29]#[N:30].[CH3:33][CH2:34][OH:35].[CH:36]([Cl:37])([Cl:38])[Cl:39].[Cl-:28].[Cl:1][c:2]1[c:3]([CH:4]=[O:5])[cH:6][cH:7][c:8]([O:11][c:12]2[cH:13][cH:14][c:15]([N+:18](=[O:19])[O-:20])[cH:16][cH:17]2)[c:9]1[Cl:10].[ClH:23].[Na+:22].[Na+:31].[OH2:32].[S:24]([Cl:25])([Cl:26])=[O:27]>>[Cl:1][c:2]1[c:3]([CH2:4][C:29]#[N:30])[cH:6][cH:7][c:8]([O:11][c:12]2[cH:13][cH:14][c:15]([N+:18](=[O:19])[O-:20])[cH:16][cH:17]2)[c:9]1[Cl:10]. Starting materials: CC(C)(C)OC(=O)Nc1cccnc1N, COc1ccc(C(=O)Cl)cc1, C[Si](C)(C)[N-][Si](C)(C)C, CCOC(C)=O, [Cl-], [K+], [NH4+], C1CCOC1. Yields the product COc1ccc(C(=O)Nc2ncccc2NC(=O)OC(C)(C)C)cc1. As a reaction SMILES: [C:1]([CH3:2])([CH3:3])([CH3:4])[O:5][C:6](=[O:7])[NH:8][c:9]1[c:10]([NH2:15])[n:11][cH:12][cH:13][cH:14]1.[C:26]([c:27]1[cH:28][cH:29][c:30]([O:33][CH3:34])[cH:31][cH:32]1)(=[O:35])[Cl:36].[CH3:16][Si:17]([CH3:18])([CH3:19])[N-:20][Si:21]([CH3:22])([CH3:23])[CH3:24].[CH3:44][CH2:45][O:46][C:47](=[O:48])[CH3:49].[Cl-:37].[K+:25].[NH4+:38].[O:39]1[CH2:40][CH2:41][CH2:42][CH2:43]1>>[C:1]([CH3:2])([CH3:3])([CH3:4])[O:5][C:6](=[O:7])[NH:8][c:9]1[c:10]([NH:15][C:26]([c:27]2[cH:28][cH:29][c:30]([O:33][CH3:34])[cH:31][cH:32]2)=[O:35])[n:11][cH:12][cH:13][cH:14]1. Reactants: BrC=1C=CC(=NC1)C(=O)NCC=1C=CC(=NC1)C1=CC(=NC=C1)F (5-bromo-N-((2′-fluoro-2,4′-bipyridin-5-yl)methyl)picolinamide), OC1=NC=CC=C1 (2-hydroxypyridine), CN[C@H]1[C@@H](CCCC1)NC (trans-N1,N2-dimethylcyclohexane-1,2-diamine), C(=O)([O-])[O-].[K+].[K+] (K2CO3). Reagents/catalysts: [Cu]I (CuI). Run in C1(=CC=CC=C1)C (toluene). Run at temperature 108 celsius, time 8 hour. Yields the product FC1=NC=CC(=C1)C1=NC=C(C=C1)CNC(=O)C1=CC=C(C=N1)N1C(C=CC=C1)=O (N-((2′-fluoro-[2,4′-bipyridin]-5-yl)methyl)-2-oxo-2H-[1,3′-bipyridine]-6′-carboxamide). RXN SMILES: Br[C:2]1[CH:3]=[CH:4][C:5]([C:8]([NH:10][CH2:11][C:12]2[CH:13]=[CH:14][C:15]([C:18]3[CH:23]=[CH:22][N:21]=[C:20]([F:24])[CH:19]=3)=[N:16][CH:17]=2)=[O:9])=[N:6][CH:7]=1.[OH:25][C:26]1[CH:31]=[CH:30][CH:29]=[CH:28][N:27]=1.CN[C@@H]1CCCC[C@H]1NC.C([O-])([O-])=O.[K+].[K+]>C1(C)C=CC=CC=1.[Cu]I>[F:24][C:20]1[CH:19]=[C:18]([C:15]2[CH:14]=[CH:13][C:12]([CH2:11][NH:10][C:8]([C:5]3[N:6]=[CH:7][C:2]([N:27]4[CH:28]=[CH:29][CH:30]=[CH:31][C:26]4=[O:25])=[CH:3][CH:4]=3)=[O:9])=[CH:17][N:16]=2)[CH:23]=[CH:22][N:21]=1 |f:3.4.5|. Procedure: A mixture of 5-bromo-N-42′-fluoro-[2,4′-bipyridin]-5-yl)methyl)picolinamide 38-4 (38.6 mg, 0.1 mmol), 2-hydroxypyridine 44-1 (19.0 mg, 0.2 mmol), CuI (9.5 mg, 0.05 mmol), trans-N1,N2-dimethylcyclohexane-1,2-diamine (7.1 mg, 0.05 mmol) and K2CO3 (28 mg, 0.20 mmol) in toluene (0.6 mL) was stirred at 108° C. for 8 hours. After cooling to room temperature, the mixture was filtered through celite (washed with ethyl acetate) and the filtrate was concentrated with rotavap. The residue was subjected to ... Starting materials: O=C=Nc1ccc(Cl)c(C(F)(F)F)c1, Nc1ccc(Oc2ccnc(N)c2[N+](=O)[O-])c(F)c1. Yields the product Nc1nccc(Oc2ccc(NC(=O)Nc3ccc(Cl)c(C(F)(F)F)c3)cc2F)c1[N+](=O)[O-]. Reaction SMILES: [Cl:20][c:21]1[c:22]([C:30]([F:31])([F:32])[F:33])[cH:23][c:24]([N:27]=[C:28]=[O:29])[cH:25][cH:26]1.[NH2:1][c:2]1[cH:3][c:4]([F:19])[c:5]([O:6][c:7]2[c:8]([N+:14](=[O:15])[O-:16])[c:9]([NH2:13])[n:10][cH:11][cH:12]2)[cH:17][cH:18]1>>[NH:1]([c:2]1[cH:3][c:4]([F:19])[c:5]([O:6][c:7]2[c:8]([N+:14](=[O:15])[O-:16])[c:9]([NH2:13])[n:10][cH:11][cH:12]2)[cH:17][cH:18]1)[C:28]([NH:27][c:24]1[cH:23][c:22]([C:30]([F:31])([F:32])[F:33])[c:21]([Cl:20])[cH:26][cH:25]1)=[O:29]. Reactants: CC(C)([O-])C.[K+] (Potassium tert butoxide), CS(=O)(=O)OCC1=NC(=C2N=CN(C2=N1)[C@@H]1O[C@@H]([C@H]([C@H]1O[Si](C)(C)C(C)(C)C)O[Si](C)(C)C(C)(C)C)COC)NCC(C1=CC=CC=C1)C1=CC=CC=C1 ({9-[(2R,3R,4R,5R)-3,4-bis{[tert-butyl(dimethyl)silyl]oxy}-5-(methoxymethyl)tetrahydro-2-furanyl]-6-[(2,2-diphenylethyl)amino]-9H-purin-2-yl}methyl methanesulfonate), CN(C)CCO (2-(N,N-dimethylamino)ethanol). The solvent is CN(C=O)C (N,N-dimethylformamide). Product: CN(CCOCC1=NC(=C2N=CN(C2=N1)[C@@H]1O[C@@H]([C@H]([C@H]1O)O)COC)NCC(C1=CC=CC=C1)C1=CC=CC=C1)C ((2R,3R,4S,5R)-2-{2-{[2-(Dimethylamino)ethoxy]methyl}-6-[(2,2-diphenylethyl)amino]-9H-purin-9-yl}-5-(methoxymethyl)tetrahydro-3,4-furandiol). The yield is 23.5%. Reaction SMILES: CC(C)([O-])C.[K+].CS([O:11][CH2:12][C:13]1[N:21]=[C:20]2[C:16]([N:17]=[CH:18][N:19]2[C@H:22]2[C@H:26]([O:27][Si](C(C)(C)C)(C)C)[C@H:25]([O:35][Si](C(C)(C)C)(C)C)[C@@H:24]([CH2:43][O:44][CH3:45])[O:23]2)=[C:15]([NH:46][CH2:47][CH:48]([C:55]2[CH:60]=[CH:59][CH:58]=[CH:57][CH:56]=2)[C:49]2[CH:54]=[CH:53][CH:52]=[CH:51][CH:50]=2)[N:14]=1)(=O)=O.[CH3:61][N:62]([CH2:64][CH2:65]O)[CH3:63]>CN(C)C=O>[CH3:61][N:62]([CH3:63])[CH2:64][CH2:65][O:11][CH2:12][C:13]1[N:21]=[C:20]2[C:16]([N:17]=[CH:18][N:19]2[C@H:22]2[C@H:26]([OH:27])[C@H:25]([OH:35])[C@@H:24]([CH2:43][O:44][CH3:45])[O:23]2)=[C:15]([NH:46][CH2:47][CH:48]([C:55]2[CH:56]=[CH:57][CH:58]=[CH:59][CH:60]=2)[C:49]2[CH:54]=[CH:53][CH:52]=[CH:51][CH:50]=2)[N:14]=1 |f:0.1|. Procedure: Potassium tert butoxide (112 mg, 1 mmol) was added to a stirred solution of {9-[(2R,3R,4R,5R)-3,4-bis{[tert-butyl(dimethyl)silyl]oxy}-5-(methoxymethyl)tetrahydro-2-furanyl]-6-[(2,2-diphenylethyl)amino]-9H-purin-2-yl}methyl methanesulfonate (200 mg, 0.25 mmol) (preparation 16) and 2-(N,N-dimethylamino)ethanol (0.16 ml, 1.5 mmol) in N,N-dimethylformamide (3 ml). The reaction was quenched by the addition of saturated aqueous ammonium chloride solution (30 ml) after 30 min. The aqueous phase was ext... Reactants: CCCC(NC(=O)c1cnn(-c2ccc(Cl)cc2)c1C)c1cncc(Br)c1, CC(=O)[O-], O=C([O-])O, CS(N)(=O)=O, CS(C)=O, CCOC(C)=O, [Cl-], [Cs+], [Cu]I, [NH4+], [Na+], [Na]. Product: CCCC(NC(=O)c1cnn(-c2ccc(Cl)cc2)c1C)c1cncc(NS(C)(=O)=O)c1. As a reaction SMILES: [Br:1][c:2]1[cH:3][c:4]([CH:8]([CH2:9][CH2:10][CH3:11])[NH:12][C:13](=[O:14])[c:15]2[cH:16][n:17][n:18](-[c:21]3[cH:22][cH:23][c:24]([Cl:27])[cH:25][cH:26]3)[c:19]2[CH3:20])[cH:5][n:6][cH:7]1.[C:33]([O-:34])(=[O:35])[CH3:36].[C:41](=[O:42])([OH:43])[O-:44].[CH3:28][S:29](=[O:30])(=[O:31])[NH2:32].[CH3:46][S:47]([CH3:48])=[O:49].[CH3:50][CH2:51][O:52][C:53]([CH3:54])=[O:55].[Cl-:38].[Cs+:37].[Cu:56][I:57].[NH4+:39].[Na+:45].[Na:40]>>[c:2]1([NH:32][S:29]([CH3:28])(=[O:30])=[O:31])[cH:3][c:4]([CH:8]([CH2:9][CH2:10][CH3:11])[NH:12][C:13](=[O:14])[c:15]2[cH:16][n:17][n:18](-[c:21]3[cH:22][cH:23][c:24]([Cl:27])[cH:25][cH:26]3)[c:19]2[CH3:20])[cH:5][n:6][cH:7]1.